The task is: describe an organic reaction: reactants, conditions, products, and yield. This data is from the Open Reaction Database (ORD), a public repository of structured organic reaction records. Reaction SMILES: [C:1](#[N:2])[C:3]1([C:17]2([OH:28])[CH2:18][N:19]([C:21](=[O:22])[O:23][C:24]([CH3:25])([CH3:26])[CH3:27])[CH2:20]2)[N:4]([CH2:10][c:11]2[cH:12][cH:13][cH:14][cH:15][cH:16]2)[CH:5]([CH3:9])[CH2:6][CH2:7][CH2:8]1.[C:33]([BH3-:34])#[N:35].[CH3:29][C:30](=[O:31])[OH:32].[CH3:37][CH2:38][OH:39].[Na+:36]>>[CH:3]1([C:17]2([OH:28])[CH2:18][N:19]([C:21](=[O:22])[O:23][C:24]([CH3:25])([CH3:26])[CH3:27])[CH2:20]2)[N:4]([CH2:10][c:11]2[cH:12][cH:13][cH:14][cH:15][cH:16]2)[CH:5]([CH3:9])[CH2:6][CH2:7][CH2:8]1. Yields the product CC1CCCC(C2(O)CN(C(=O)OC(C)(C)C)C2)N1Cc1ccccc1. Starting materials: CC1CCCC(C#N)(C2(O)CN(C(=O)OC(C)(C)C)C2)N1Cc1ccccc1, [BH3-]C#N, CC(=O)O, CCO, [Na+]. Starting materials: CC(C)(C)C(=O)NC(Cc1ccccc1)C(=O)O, CNC(Cc1ccccc1)C(=O)NC(Cc1c[nH]cn1)C(=O)OC. Yields the product COC(=O)C(Cc1c[nH]cn1)NC(=O)C(Cc1ccccc1)N(C)C(=O)C(Cc1ccccc1)NC(=O)C(C)(C)C. RXN SMILES: [C:1]([C:2]([CH3:3])([CH3:4])[CH3:5])(=[O:6])[NH:7][CH:8]([CH2:9][c:10]1[cH:11][cH:12][cH:13][cH:14][cH:15]1)[C:16](=[O:17])[OH:18].[CH3:19][O:20][C:21]([CH:22]([NH:23][C:24]([CH:25]([NH:26][CH3:27])[CH2:28][c:29]1[cH:30][cH:31][cH:32][cH:33][cH:34]1)=[O:35])[CH2:36][c:37]1[cH:38][nH:39][cH:40][n:41]1)=[O:42]>>[C:1]([C:2]([CH3:3])([CH3:4])[CH3:5])(=[O:6])[NH:7][CH:8]([CH2:9][c:10]1[cH:11][cH:12][cH:13][cH:14][cH:15]1)[C:16](=[O:18])[N:26]([CH:25]([C:24]([NH:23][CH:22]([C:21]([O:20][CH3:19])=[O:42])[CH2:36][c:37]1[cH:38][nH:39][cH:40][n:41]1)=[O:35])[CH2:28][c:29]1[cH:30][cH:31][cH:32][cH:33][cH:34]1)[CH3:27].